This data is from the Open Reaction Database (ORD), a public repository of structured organic reaction records. The task is: describe an organic reaction: reactants, conditions, products, and yield Starting materials: C(CCCCCCCCCCC)C1=CC=C(C(=O)O)C=C1 (4-dodecylbenzoic acid), acyl chloride, Cl.NC1(CC1)C#N (1-amino-1-cyclopropanecarbonitrile hydrochloride). The product is C(#N)C1(CC1)NC(C1=CC=C(C=C1)CCCCCCCCCCCC)=O (N-(1-cyanocyclopropyl)-4-dodecylbenzamide). Isolated yield 37.5%. Reaction SMILES: [CH2:1]([C:13]1[CH:21]=[CH:20][C:16]([C:17]([OH:19])=O)=[CH:15][CH:14]=1)[CH2:2][CH2:3][CH2:4][CH2:5][CH2:6][CH2:7][CH2:8][CH2:9][CH2:10][CH2:11][CH3:12].Cl.[NH2:23][C:24]1([C:27]#[N:28])[CH2:26][CH2:25]1>>[C:27]([C:24]1([NH:23][C:17](=[O:19])[C:16]2[CH:15]=[CH:14][C:13]([CH2:1][CH2:2][CH2:3][CH2:4][CH2:5][CH2:6][CH2:7][CH2:8][CH2:9][CH2:10][CH2:11][CH3:12])=[CH:21][CH:20]=2)[CH2:26][CH2:25]1)#[N:28] |f:1.2|. Procedure: General procedure G was used to convert 4-dodecylbenzoic acid (0.52 mmols) to the corresponding acyl chloride. After standard work up procedures, the intermediate was immediately subjected to conditions described in general procedure F in the presence of 1-amino-1-cyclopropanecarbonitrile hydrochloride (0.4 mmols). After flash chromatography, 0.15 mmols of the title product was recovered. 1H NMR (500 MHz, CDCl3) δ 7.68 (d, J=7.1, 2H), 7.23 (d, J=7.5, 2H), 6.82 (s, 1H), 2.63 (t, J=7.7, 2H), 1.65-... Run in CO (methanol), O1CCCC1 (tetrahydrofuran). Yields the product C(C1=CC=CC=C1)OC=1C=CC=C2C(=CC(=NC12)C)CO (8-benzyloxy-4-hydroxymethyl-2-methylquinoline). Procedure details: To a suspension of 8-benzyloxy-4-formyl-2-methylquinoline (300 mg) in a mixture of methanol (3 ml) and tetrahydrofuran (2 ml) was added sodium borohydride (20.6 mg) portionwise in an ice bath. The suspension was stirred for half an hour, then quenched with saturated sodium chloride. The mixture was extracted with chloroform and the organic layer was dried over anhydrous magnesium sulfate. After being concentrated in vacuo the residue was chromatographed on silica gel eluting with ethyl acetate-n... Starting materials: C(C1=CC=CC=C1)OC=1C=CC=C2C(=CC(=NC12)C)C=O (8-benzyloxy-4-formyl-2-methylquinoline), [BH4-].[Na+] (sodium borohydride), C(C)(C)OC(C)C (diisopropyl ether). As a reaction SMILES: [CH2:1]([O:8][C:9]1[CH:10]=[CH:11][CH:12]=[C:13]2[C:18]=1[N:17]=[C:16]([CH3:19])[CH:15]=[C:14]2[CH:20]=[O:21])[C:2]1[CH:7]=[CH:6][CH:5]=[CH:4][CH:3]=1.[BH4-].[Na+].C(OC(C)C)(C)C>CO.O1CCCC1>[CH2:1]([O:8][C:9]1[CH:10]=[CH:11][CH:12]=[C:13]2[C:18]=1[N:17]=[C:16]([CH3:19])[CH:15]=[C:14]2[CH2:20][OH:21])[C:2]1[CH:7]=[CH:6][CH:5]=[CH:4][CH:3]=1 |f:1.2|. Isolated yield 82.7%. The reactants are C(C)(C)(C)OC(=O)N(C(C1=C(C=CC(=C1)N1C(CCC1)=O)C(=O)N1CCN(CC1)C1=NC=C(C=C1C)C)=O)C(=O)OC(C)(C)C (N,N-di-tert-butyloxycarbonyl-2-[4-(3,5-dimethylpyridin-2-yl)piperazine-1-carbonyl]-5-(2-oxopyrrolidin-1-yl)benzamide), C1(CCCC1)N (cyclopentylamine). Yields the product C1(CCCC1)NC(C1=C(C=CC(=C1)N1C(CCC1)=O)C(=O)N1CCN(CC1)C1=NC=C(C=C1C)C)=O (N-cyclopentyl-2-[4-(3,5-dimethylpyridin-2-yl)piperazine-1-carbonyl]-5-(2-oxopyrrolidin-1-yl)benzamide). As a reaction SMILES: C(OC([N:8](C(OC(C)(C)C)=O)[C:9](=[O:38])[C:10]1[CH:15]=[C:14]([N:16]2[CH2:20][CH2:19][CH2:18][C:17]2=[O:21])[CH:13]=[CH:12][C:11]=1[C:22]([N:24]1[CH2:29][CH2:28][N:27]([C:30]2[C:35]([CH3:36])=[CH:34][C:33]([CH3:37])=[CH:32][N:31]=2)[CH2:26][CH2:25]1)=[O:23])=O)(C)(C)C.[CH:46]1(N)[CH2:50][CH2:49][CH2:48][CH2:47]1>>[CH:46]1([NH:8][C:9](=[O:38])[C:10]2[CH:15]=[C:14]([N:16]3[CH2:20][CH2:19][CH2:18][C:17]3=[O:21])[CH:13]=[CH:12][C:11]=2[C:22]([N:24]2[CH2:29][CH2:28][N:27]([C:30]3[C:35]([CH3:36])=[CH:34][C:33]([CH3:37])=[CH:32][N:31]=3)[CH2:26][CH2:25]2)=[O:23])[CH2:50][CH2:49][CH2:48][CH2:47]1. Procedure: Using N,N-di-tert-butyloxycarbonyl-2-[4-(3,5-dimethylpyridin-2-yl)piperazine-1-carbonyl]-5-(2-oxopyrrolidin-1-yl)benzamide (187 mg) described in Example 769 and cyclopentylamine (36 μL) and by the reaction and treatment in the same manner as in Example 770, the title compound (87 mg) was obtained.